From a dataset of the Open Reaction Database (ORD), a public repository of structured organic reaction records. describe an organic reaction: reactants, conditions, products, and yield The reactants are COc1ccc(C)cc1Br, N#Cc1ccc2c(c1)C(=O)C(=O)N2. The product is COc1ccc(C)cc1C1(O)C(=O)Nc2ccc(C#N)cc21. RXN SMILES: [Br:1][c:2]1[c:3]([O:9][CH3:10])[cH:4][cH:5][c:6]([CH3:8])[cH:7]1.[O:11]=[C:12]1[NH:13][c:14]2[cH:15][cH:16][c:17]([C:22]#[N:23])[cH:18][c:19]2[C:20]1=[O:21]>>[c:2]1([C:20]2([OH:21])[C:12](=[O:11])[NH:13][c:14]3[cH:15][cH:16][c:17]([C:22]#[N:23])[cH:18][c:19]32)[c:3]([O:9][CH3:10])[cH:4][cH:5][c:6]([CH3:8])[cH:7]1. Starting materials: ClC1=C(C=NC2=CC(=C(C=C12)OCC)OCC)C#N (4-chloro-6,7-diethoxy-3-quinolinecarbonitrile), FC=1C=C(N)C=CC1 (3-fluoroaniline). The product is FC=1C=C(C=CC1)NC1=C(C=NC2=CC(=C(C=C12)OCC)OCC)C#N (4-(3-Fluorophenylamino)-6,7-diethoxy-3-quinolinecarbonitrile). Reaction SMILES: Cl[C:2]1[C:11]2[C:6](=[CH:7][C:8]([O:15][CH2:16][CH3:17])=[C:9]([O:12][CH2:13][CH3:14])[CH:10]=2)[N:5]=[CH:4][C:3]=1[C:18]#[N:19].[F:20][C:21]1[CH:22]=[C:23]([CH:25]=[CH:26][CH:27]=1)[NH2:24]>>[F:20][C:21]1[CH:22]=[C:23]([NH:24][C:2]2[C:11]3[C:6](=[CH:7][C:8]([O:15][CH2:16][CH3:17])=[C:9]([O:12][CH2:13][CH3:14])[CH:10]=3)[N:5]=[CH:4][C:3]=2[C:18]#[N:19])[CH:25]=[CH:26][CH:27]=1. Procedure: In the manner of Example 105 reaction of 4-chloro-6,7-diethoxy-3-quinolinecarbonitrile with 3-fluoroaniline gave the title compound as a tan solid, mp 192-195° C.